This data is from the Open Reaction Database (ORD), a public repository of structured organic reaction records. The task is: describe an organic reaction: reactants, conditions, products, and yield Starting materials: BrC=1C=CC(=C(C(=O)Cl)C1)Cl (5-bromo-2-chlorobenzoyl chloride), C(C)OC1=C(C(=CC=C1)F)F (1-ethoxy-2,3-difluoro-benzene), [Cl-].[Al+3].[Cl-].[Cl-] (aluminium chloride). The solvent is ClCCl (dichloromethane). Reaction conditions: time 16 hour. Product: BrC=1C=CC(=C(C1)C(=O)C1=C(C(=C(C=C1)OCC)F)F)Cl ((5-bromo-2-chloro-phenyl)-(4-ethoxy-2,3-difluoro-phenyl)methanone). Yield: 99.9%. RXN SMILES: [Br:1][C:2]1[CH:3]=[CH:4][C:5]([Cl:11])=[C:6]([CH:10]=1)[C:7](Cl)=[O:8].[CH2:12]([O:14][C:15]1[CH:20]=[CH:19][CH:18]=[C:17]([F:21])[C:16]=1[F:22])[CH3:13].[Cl-].[Al+3].[Cl-].[Cl-]>ClCCl>[Br:1][C:2]1[CH:3]=[CH:4][C:5]([Cl:11])=[C:6]([C:7]([C:18]2[CH:19]=[CH:20][C:15]([O:14][CH2:12][CH3:13])=[C:16]([F:22])[C:17]=2[F:21])=[O:8])[CH:10]=1 |f:2.3.4.5|. Procedure: To a solution of 5-bromo-2-chlorobenzoyl chloride 21d (3.41 g, 13.4 mmol) and 1-ethoxy-2,3-difluoro-benzene 23b (2.42 g, 15.2 mmol) in dichloromethane (50 mL) was added anhydrous aluminium chloride (1.82 g, 13.7 mmol) in portions over 1 hours at 0° C. The mixture was stirred at room temperature for 16 hours. The reaction mixture was quenched with hydrochloric acid (10 mL, 2 M) and extracted with dichloromethane (40 mL×4). The combined layers were dried over anhydrous sodium sulfate and filtered.... Reactants: O (water), O1CSC=2C1=CC=CC2S(=O)(=O)N (1,3-benzoxathiole-4-sulfonamide), COC(NC1=NC(=CC(=N1)OC)C)=O (methyl[4-methoxy-6-methylpyrimidin-2-yl]carbamate), C[Al](C)C (trimethylaluminum). Reagents/catalysts: Cl (hydrochloric acid). The solvent is C(C)(=O)O (acetic acid), C(Cl)Cl (methylene chloride). Run at time 15 minute. Product: COC1=NC(=NC(=C1)C)NC(=O)NS(=O)(=O)C=1C=CC=C2C1SCO2 (N-[(4-Methoxy-6-methylpyrimidin-2-yl)aminocarbonyl]-1,3-benzoxathiole-4-sulfonamide). RXN SMILES: [O:1]1[C:5]2=[CH:6][CH:7]=[CH:8][C:9]([S:10]([NH2:13])(=[O:12])=[O:11])=[C:4]2[S:3][CH2:2]1.C[Al](C)C.C[O:19][C:20](=O)[NH:21][C:22]1[N:27]=[C:26]([O:28][CH3:29])[CH:25]=[C:24]([CH3:30])[N:23]=1.O>C(Cl)Cl.Cl.C(O)(=O)C>[CH3:29][O:28][C:26]1[CH:25]=[C:24]([CH3:30])[N:23]=[C:22]([NH:21][C:20]([NH:13][S:10]([C:9]2[CH:8]=[CH:7][CH:6]=[C:5]3[O:1][CH2:2][S:3][C:4]=23)(=[O:12])=[O:11])=[O:19])[N:27]=1. Procedure: To a solution of 2.2 g 1,3-benzoxathiole-4-sulfonamide, prepared in Example 13, in 50 ml methylene chloride at ambient temperature under nitrogen is added 5.5 ml trimethylaluminum (2M in toluene). After stirring 15 minutes at ambient temperature, 2.0 g of methyl[4-methoxy-6-methylpyrimidin-2-yl]carbamate, prepared according to the procedure of Example 3, is added and the reaction mixture is heated at reflux for 16 hours. The reaction mixture is cooled to ambient temperature and 75 ml water, 10 m... The reactants are C(C1=CC=CC=C1)OC(=O)C(CCC(=O)OC(C)(C)C)NC (tert-butyl 4-[(benzyloxy)carbonyl]-4-methylaminobutyrate). Yield: 98.1%. Reagents/catalysts: [C].[Pd] (palladium-carbon). Yields the product CNCCCC(=O)OC(C)(C)C (tert-butyl 4-methylaminobutyrate). Reaction conditions: time 3 hour. Procedure: In methanol (70 ml) was dissolved tert-butyl 4-[(benzyloxy)carbonyl]-4-methylaminobutyrate (6.06 g), and to the mixture was added 10% palladium-carbon (580 mg). Under hydrogen atmosphere, the mixture was stirred at room temperature for 3 hours, and 10% palladium-carbon was removed. The solvent was evaporated under reduced pressure to give tert-butyl 4-methylaminobutyrate (3.35 g, 98%). Run in CO (methanol). RXN SMILES: C(OC([CH:11]([NH:21][CH3:22])[CH2:12][CH2:13][C:14]([O:16][C:17]([CH3:20])([CH3:19])[CH3:18])=[O:15])=O)C1C=CC=CC=1>CO.[C].[Pd]>[CH3:22][NH:21][CH2:11][CH2:12][CH2:13][C:14]([O:16][C:17]([CH3:20])([CH3:19])[CH3:18])=[O:15] |f:2.3|. Starting materials: C(C)N(C1=C(C=C(C(=C1)OC)OC)[C@H]1CC=2C=CC(=CC2CC1)OC(C(C)(C)C)=O)C(C1=CC(=C(C=C1)O)F)=O (pivalic acid (R)-6-{2-[ethyl(3-fluoro-4-hydroxybenzoyl)amino]-4,5-dimethoxyphenyl}-5,6,7,8-tetrahydronaphthalen-2-yl ester), ClCC(=O)N(C[C@H]1OCCC1)C (2-chloro-N-methyl-N-[(S)-tetrahydrofuran-2-ylmethyl]acetamide). The product is C(C)N(C1=C(C=C(C(=C1)OC)OC)[C@H]1CC=2C=CC(=CC2CC1)O)CC1=CC(=C(C=C1)OCCN(C[C@H]1OCCC1)C)F ((R)-6-{2-{Ethyl{3-fluoro-4-{2-{methyl[(S)-tetrahydrofuran-2-ylmethyl]amino}ethoxy}benzyl}amino}-4,5-dimethoxyphenyl}-5,6,7,8-tetrahydronaphthalen-2-ol). Yield: 42.7%. Reaction SMILES: [CH2:1]([N:3]([C:31](=O)[C:32]1[CH:37]=[CH:36][C:35]([OH:38])=[C:34]([F:39])[CH:33]=1)[C:4]1[CH:9]=[C:8]([O:10][CH3:11])[C:7]([O:12][CH3:13])=[CH:6][C:5]=1[C@@H:14]1[CH2:23][CH2:22][C:21]2[CH:20]=[C:19]([O:24]C(=O)C(C)(C)C)[CH:18]=[CH:17][C:16]=2[CH2:15]1)[CH3:2].Cl[CH2:42][C:43]([N:45]([CH3:52])[CH2:46][C@@H:47]1[CH2:51][CH2:50][CH2:49][O:48]1)=O>>[CH2:1]([N:3]([CH2:31][C:32]1[CH:37]=[CH:36][C:35]([O:38][CH2:42][CH2:43][N:45]([CH3:52])[CH2:46][C@@H:47]2[CH2:51][CH2:50][CH2:49][O:48]2)=[C:34]([F:39])[CH:33]=1)[C:4]1[CH:9]=[C:8]([O:10][CH3:11])[C:7]([O:12][CH3:13])=[CH:6][C:5]=1[C@@H:14]1[CH2:23][CH2:22][C:21]2[CH:20]=[C:19]([OH:24])[CH:18]=[CH:17][C:16]=2[CH2:15]1)[CH3:2]. Reported procedure: Synthesized from pivalic acid (R)-6-{2-[ethyl(3-fluoro-4-hydroxybenzoyl)amino]-4,5-dimethoxyphenyl}-5,6,7,8-tetrahydronaphthalen-2-yl ester (15 mg) and 2-chloro-N-methyl-N-[(S)-tetrahydrofuran-2-ylmethyl]acetamide (10 mg) according to an analogous synthetic method to Example 404 and purified by LC-MS, the title compound (6.9 mg) was obtained. Starting materials: ClCCl.[OH-].[Na+] (dichloromethane sodium hydroxide), Cl.COC=1C=C(C=CC1)\C(\C(CN(C)C)C)=C\CC ((E)-(RS)-[3-(3-methoxy-phenyl)-2-methyl-hex-3-enyl]-dimethylamine hydrochloride). The product is Cl.CN(CC(C)/C(=C\CC)/C=1C=C(C=CC1)O)C ((E)-(RS)-3-[1-(2-dimethylamino-1-methyl-ethyl)-but-1-enyl]-phenol hydrochloride). Yield: 86.0%. As a reaction SMILES: [Cl:1]CCl.[OH-].[Na+].Cl.C[O:8][C:9]1[CH:10]=[C:11](/[C:15](=[CH:22]/[CH2:23][CH3:24])/[CH:16]([CH3:21])[CH2:17][N:18]([CH3:20])[CH3:19])[CH:12]=[CH:13][CH:14]=1>>[ClH:1].[CH3:20][N:18]([CH3:19])[CH2:17][CH:16](/[C:15](/[C:11]1[CH:10]=[C:9]([OH:8])[CH:14]=[CH:13][CH:12]=1)=[CH:22]\[CH2:23][CH3:24])[CH3:21] |f:0.1.2,3.4,5.6|. Procedure details: The base was released with dichloromethane/sodium hydroxide solution from (14), which was prepared as in Example 13, and after drying the solution the dichloromethane was removed by distillation. Hydrochloride (17) was obtained, under the conditions given in Example 2, from the base thus obtained, in a yield of 86% theoretical and with a melting point of 214° C.